Dataset: the Open Reaction Database (ORD), a public repository of structured organic reaction records. Task: describe an organic reaction: reactants, conditions, products, and yield Starting materials: O1CCOC12CCN(CC2)C2=C(C=C(C=C2)[N+](=O)[O-])F (4-(1,4-Dioxa-8-azaspiro[4,5]dec-8-yl)-3-fluoronitrobenzene). Reagents/catalysts: [Pd] (palladium). The solvent is C(C)(=O)OCC (ethyl acetate). Yields the product NC=1C=CC(=C(C1)F)N1CCC2(OCCO2)CC1 (5-Amino-2-(1,4-dioxa-8-azaspiro[4,5]dec-8-yl)fluorobenzene). RXN SMILES: [O:1]1[C:5]2([CH2:10][CH2:9][N:8]([C:11]3[CH:16]=[CH:15][C:14]([N+:17]([O-])=O)=[CH:13][C:12]=3[F:20])[CH2:7][CH2:6]2)[O:4][CH2:3][CH2:2]1>C(OCC)(=O)C.[Pd]>[NH2:17][C:14]1[CH:15]=[CH:16][C:11]([N:8]2[CH2:9][CH2:10][C:5]3([O:1][CH2:2][CH2:3][O:4]3)[CH2:6][CH2:7]2)=[C:12]([F:20])[CH:13]=1. Procedure details: 4-(1,4-Dioxa-8-azaspiro[4,5]dec-8-yl)-3-fluoronitrobenzene (24.48 g, 0.087 M) was dissolved in ethyl acetate (500 ml) treated with palladium catalyst (10% on carbon, 5 g) and hydrogenated at atmospheric pressure until the theoretical uptake of gas. After filtration through celite and evaporation, the required product was obtained as a pink solid of sufficient quality for use without purification (19.3 g). The reactants are Cl.Cl.N12CCNC(CC1)CC2 (1,4-diazabicyclo[3.2.2]nonane dihydrochloride), FC=1C=CC(=C(C(=O)NCC(=O)NC(C)C)C1)[N+](=O)[O-] (5-fluoro-N-(2-(isopropylamino)-2-oxoethyl)-2-nitrobenzamide), FC=1C=CC(=C(C(=O)NCC(=O)NC(C)C)C1)[N+](=O)[O-] (5-fluoro-N-(2-(isopropylamino)-2-oxoethyl)-2-nitrobenzamide), C([O-])([O-])=O.[K+].[K+] (potassium carbonate). The solvent is C(C)#N (acetonitrile). Run at temperature 96 celsius. Product: N12CCN(C(CC1)CC2)C=2C=CC(=C(C(=O)NCC(=O)NC(C)C)C2)[N+](=O)[O-] (5-(1,4-diazabicyclo[3.2.2]nonan-4-yl)-N-(2-(isopropylamino)-2-oxoethyl)-2-nitrobenzamide). Yield: 69.0%. RXN SMILES: F[C:2]1[CH:3]=[CH:4][C:5]([N+:18]([O-:20])=[O:19])=[C:6]([CH:17]=1)[C:7]([NH:9][CH2:10][C:11]([NH:13][CH:14]([CH3:16])[CH3:15])=[O:12])=[O:8].C(=O)([O-])[O-].[K+].[K+].Cl.Cl.[N:29]12[CH2:37][CH2:36][CH:33]([CH2:34][CH2:35]1)[NH:32][CH2:31][CH2:30]2>C(#N)C>[N:29]12[CH2:37][CH2:36][CH:33]([CH2:34][CH2:35]1)[N:32]([C:2]1[CH:3]=[CH:4][C:5]([N+:18]([O-:20])=[O:19])=[C:6]([CH:17]=1)[C:7]([NH:9][CH2:10][C:11]([NH:13][CH:14]([CH3:16])[CH3:15])=[O:12])=[O:8])[CH2:31][CH2:30]2 |f:1.2.3,4.5.6|. Reported procedure: To a solution of 5-fluoro-N-(2-(isopropylamino)-2-oxoethyl)-2-nitrobenzamide (Intermediate 2A) (7.39 g, 26.1 mmol) in acetonitrile (240 mL) was added potassium carbonate (14.6 g, 104 mmol) followed by 1,4-diazabicyclo[3.2.2]nonane dihydrochloride (5.45 g, 27.4 mmol). The resulting suspension was heated to reflux at 96° C. overnight. The reaction mixture was filtered and concentrated. Sample was diluted in methanol (100 mL) and split between two 20 g SCX cartridges. Purification by SCX and evapor... Reactants: CCOC(=O)Cc1cc(C(=O)c2ccc(S(=O)(=O)N3CCNCC3)cc2)c2cc(F)ccc2c1, [Li+], C1CCOC1, [OH-], O, O. The product is O=C(O)Cc1cc(C(=O)c2ccc(S(=O)(=O)N3CCNCC3)cc2)c2cc(F)ccc2c1. As a reaction SMILES: [CH2:1]([CH3:2])[O:3][C:4]([CH2:5][c:6]1[cH:7][c:8]2[cH:9][cH:10][c:11]([F:33])[cH:12][c:13]2[c:14]([C:16]([c:17]2[cH:18][cH:19][c:20]([S:23](=[O:24])(=[O:25])[N:26]3[CH2:27][CH2:28][NH:29][CH2:30][CH2:31]3)[cH:21][cH:22]2)=[O:32])[cH:15]1)=[O:34].[Li+:37].[O:38]1[CH2:39][CH2:40][CH2:41][CH2:42]1.[OH-:36].[OH2:35].[OH2:43]>>[O:3]=[C:4]([CH2:5][c:6]1[cH:7][c:8]2[cH:9][cH:10][c:11]([F:33])[cH:12][c:13]2[c:14]([C:16]([c:17]2[cH:18][cH:19][c:20]([S:23](=[O:24])(=[O:25])[N:26]3[CH2:27][CH2:28][NH:29][CH2:30][CH2:31]3)[cH:21][cH:22]2)=[O:32])[cH:15]1)[OH:34]. The reactants are ClCCN (2-chloroethylamine), C(C)C1=CC=C(C=C1)N=C=O (4-ethylphenyl isocyanate), [H-].[Na+] (sodium hydride), resultant mixture. Run in C(C)OCC (diethyl ether), C(C)OCC (diethyl ether), O1CCCC1 (tetrahydrofuran), O1CCCC1 (tetrahydrofuran). Run at time 15 hour. Yields the product C(C)C1=CC=C(C=C1)N1C(NCC1)=O (1-(4-ethylphenyl)-2-imidazolidinone). Yield: 76.5%. Reaction SMILES: Cl[CH2:2][CH2:3][NH2:4].[CH2:5]([C:7]1[CH:12]=[CH:11][C:10]([N:13]=[C:14]=[O:15])=[CH:9][CH:8]=1)[CH3:6].[H-].[Na+]>C(OCC)C.O1CCCC1>[CH2:5]([C:7]1[CH:12]=[CH:11][C:10]([N:13]2[CH2:2][CH2:3][NH:4][C:14]2=[O:15])=[CH:9][CH:8]=1)[CH3:6] |f:2.3|. Procedure: To a solution of 3.98 g of 2-chloroethylamine in 30 ml of diethyl ether, a solution of 3.68 g of 4-ethylphenyl isocyanate in 15 ml of tetrahydrofuran was added dropwise under ice cooling. After the resultant mixture was stirred at room temperature for 30 minutes, diethyl ether was added, followed by the collection of precipitated crystals by filtration. The crystals so obtained were added under ice cooling to a suspension of 10.8 g of 60%-sodium hydride in 35 ml of tetrahydrofuran, followed by s... Starting materials: CC(C)=CCBr, Cc1ccccc1, c1ccc(P(c2ccccc2)c2ccccc2)cc1. Product: [Br-], CC(C)=CC[P+](c1ccccc1)(c1ccccc1)c1ccccc1. RXN SMILES: [CH3:1][C:2](=[CH:3][CH2:4][Br:5])[CH3:6].[CH3:26][c:27]1[cH:28][cH:29][cH:30][cH:31][cH:32]1.[c:7]1([P:13]([c:14]2[cH:15][cH:16][cH:17][cH:18][cH:19]2)[c:20]2[cH:21][cH:22][cH:23][cH:24][cH:25]2)[cH:8][cH:9][cH:10][cH:11][cH:12]1>>[Br-:5].[CH3:1][C:2](=[CH:3][CH2:4][P+:13]([c:7]1[cH:8][cH:9][cH:10][cH:11][cH:12]1)([c:14]1[cH:15][cH:16][cH:17][cH:18][cH:19]1)[c:20]1[cH:21][cH:22][cH:23][cH:24][cH:25]1)[CH3:6]. Reactants: CC(=O)OC(C)=O, Cc1ccc(N)cc1C, c1ccncc1. Yields the product CC(=O)Nc1ccc(C)c(C)c1. As a reaction SMILES: [CH3:1][C:2]([O:3][C:5]([CH3:6])=[O:7])=[O:4].[CH3:8][c:9]1[cH:10][cH:11][c:12]([NH2:13])[cH:14][c:15]1[CH3:16].[cH:17]1[cH:18][cH:19][n:20][cH:21][cH:22]1>>[C:5]([CH3:6])(=[O:7])[NH:13][c:12]1[cH:11][cH:10][c:9]([CH3:8])[c:15]([CH3:16])[cH:14]1. Starting materials: CO, CCCS(=O)(=O)Nc1ccc(F)c(C=O)c1F, [K+], [OH-], c1ccc(Nc2cnc3[nH]ccc3c2)cc1. Yields the product CCCS(=O)(=O)Nc1ccc(F)c(C(O)c2c[nH]c3ncc(Nc4ccccc4)cc23)c1F. RXN SMILES: [CH3:36][OH:37].[F:19][c:20]1[c:21]([NH:29][S:30](=[O:31])(=[O:32])[CH2:33][CH2:34][CH3:35])[cH:22][cH:23][c:24]([F:28])[c:25]1[CH:26]=[O:27].[K+:18].[OH-:17].[c:1]1([NH:7][c:8]2[cH:9][c:10]3[c:11]([n:12][cH:13]2)[nH:14][cH:15][cH:16]3)[cH:2][cH:3][cH:4][cH:5][cH:6]1>>[c:1]1([NH:7][c:8]2[cH:9][c:10]3[c:11]([n:12][cH:13]2)[nH:14][cH:15][c:16]3[CH:26]([c:25]2[c:20]([F:19])[c:21]([NH:29][S:30](=[O:31])(=[O:32])[CH2:33][CH2:34][CH3:35])[cH:22][cH:23][c:24]2[F:28])[OH:27])[cH:2][cH:3][cH:4][cH:5][cH:6]1. Reactants: ClCCC(C(=O)Cl)C (4-chloro-2-methylbutanoyl chloride), 20, CC1NCCN(C1)CC1=CC=CC=C1 (2-methyl-4-(phenylmethyl)piperazine), C([O-])([O-])=O.[Na+].[Na+] (sodium carbonate). Run in CC(C)=O (2propanone). Conditions: time 45 minute. Product: 16.5, Cl.ClCCC(C(=O)N1C(CN(CC1)CC1=CC=CC=C1)C)C (1-(4- chloro-2-methyl-1-oxobutyl)-2-methyl-4-(phenylmethyl)piperazine monohydrochloride). Isolated yield 45.5%. As a reaction SMILES: [CH3:1][CH:2]1[CH2:7][N:6]([CH2:8][C:9]2[CH:14]=[CH:13][CH:12]=[CH:11][CH:10]=2)[CH2:5][CH2:4][NH:3]1.C(=O)([O-])[O-].[Na+].[Na+].[Cl:21][CH2:22][CH2:23][CH:24]([CH3:28])[C:25](Cl)=[O:26]>CC(=O)C>[ClH:21].[Cl:21][CH2:22][CH2:23][CH:24]([CH3:28])[C:25]([N:3]1[CH2:4][CH2:5][N:6]([CH2:8][C:9]2[CH:14]=[CH:13][CH:12]=[CH:11][CH:10]=2)[CH2:7][CH:2]1[CH3:1])=[O:26] |f:1.2.3,6.7|. Procedure details: To a stirred mixture of 20 parts of 2-methyl-4-(phenylmethyl)piperazine, 11.13 parts of sodium carbonate and 120 parts of 2propanone were added dropwise 16.28 parts of 4-chloro-2-methylbutanoyl chloride. Upon completion, stirring was continued for 45 minutes. The precipitated product was filtered off and taken up in dichloromethane. Water and sodium carbonate were added. The organic layer was separated, dried, filtered and evaporated. The residue was converted into the hydrochloride salt in 2-pr... Reactants: C=CCBr, CC(C(=O)OCc1ccccc1)c1ccccc1, C[Si](C)(C)[N-][Si](C)(C)C, [I-], [Li+], [Li+], C1CCOC1. Yields the product C=CCC(C)(C(=O)OCc1ccccc1)c1ccccc1. RXN SMILES: [CH2:19]([CH:20]=[CH2:21])[Br:22].[CH2:1]([c:2]1[cH:3][cH:4][cH:5][cH:6][cH:7]1)[O:8][C:9]([CH:10]([CH3:11])[c:12]1[cH:13][cH:14][cH:15][cH:16][cH:17]1)=[O:18].[CH3:25][Si:26]([CH3:27])([CH3:28])[N-:29][Si:30]([CH3:31])([CH3:32])[CH3:33].[I-:23].[Li+:24].[Li+:34].[O:35]1[CH2:36][CH2:37][CH2:38][CH2:39]1>>[CH2:1]([c:2]1[cH:3][cH:4][cH:5][cH:6][cH:7]1)[O:8][C:9]([C:10]([CH3:11])([c:12]1[cH:13][cH:14][cH:15][cH:16][cH:17]1)[CH2:21][CH:20]=[CH2:19])=[O:18].